From a dataset of the Open Reaction Database (ORD), a public repository of structured organic reaction records. describe an organic reaction: reactants, conditions, products, and yield Reactants: ClC1=NC=C(C(=O)NC=2N=C3N(N=C(C=C3)OC3=CC(=CC=C3)NC(C3=CC(=CC=C3)C3(CC3)C#N)=O)C2)C=C1 (6-chloro-N-[6-(3-{[3-(1-cyanocyclopropyl)benzoyl]amino}phenoxy)imidazo[1,2-b]pyridazin-2-yl]nicotinamide), CN(C=O)C (N,N-dimethylformamide), C(O)([O-])=O.[Na+] (sodium hydrogencarbonate). Reagents/catalysts: C=1C=CC(=CC1)/C=C/C(=O)/C=C/C2=CC=CC=C2.C=1C=CC(=CC1)/C=C/C(=O)/C=C/C2=CC=CC=C2.C=1C=CC(=CC1)/C=C/C(=O)/C=C/C2=CC=CC=C2.[Pd].[Pd] (tris(dibenzylideneacetone)dipalladium), [C-]#N.[Zn+2].[C-]#N (zinc cyanide). Conditions: temperature 100 celsius. Product: C(#N)C1=NC=C(C(=O)NC=2N=C3N(N=C(C=C3)OC3=CC(=CC=C3)NC(C3=CC(=CC=C3)C3(CC3)C#N)=O)C2)C=C1 (6-cyano-N-[6-(3-{[3-(1-cyanocyclopropyl)benzoyl]amino}phenoxy)imidazo[1,2-b]pyridazin-2-yl]nicotinamide). Isolated yield 47.0%. As a reaction SMILES: Cl[C:2]1[CH:40]=[CH:39][C:5]([C:6]([NH:8][C:9]2[N:10]=[C:11]3[CH:16]=[CH:15][C:14]([O:17][C:18]4[CH:23]=[CH:22][CH:21]=[C:20]([NH:24][C:25](=[O:37])[C:26]5[CH:31]=[CH:30][CH:29]=[C:28]([C:32]6([C:35]#[N:36])[CH2:34][CH2:33]6)[CH:27]=5)[CH:19]=4)=[N:13][N:12]3[CH:38]=2)=[O:7])=[CH:4][N:3]=1.C(=O)([O-])O.[Na+].[CH3:46][N:47](C)C=O>C1C=CC(/C=C/C(/C=C/C2C=CC=CC=2)=O)=CC=1.C1C=CC(/C=C/C(/C=C/C2C=CC=CC=2)=O)=CC=1.C1C=CC(/C=C/C(/C=C/C2C=CC=CC=2)=O)=CC=1.[Pd].[Pd].[C-]#N.[Zn+2].[C-]#N>[C:46]([C:2]1[CH:40]=[CH:39][C:5]([C:6]([NH:8][C:9]2[N:10]=[C:11]3[CH:16]=[CH:15][C:14]([O:17][C:18]4[CH:23]=[CH:22][CH:21]=[C:20]([NH:24][C:25](=[O:37])[C:26]5[CH:31]=[CH:30][CH:29]=[C:28]([C:32]6([C:35]#[N:36])[CH2:34][CH2:33]6)[CH:27]=5)[CH:19]=4)=[N:13][N:12]3[CH:38]=2)=[O:7])=[CH:4][N:3]=1)#[N:47] |f:1.2,4.5.6.7.8,9.10.11|. Reported procedure: A mixture of 6-chloro-N-[6-(3-{[3-(1-cyanocyclopropyl)benzoyl]amino}phenoxy)imidazo[1,2-b]pyridazin-2-yl]nicotinamide (120 mg, 0.201 mmol), tetrakis(triphenylphosphine)palladium (0) (58 mg, 50.4 mol), zinc cyanide (26 mg, 0.225 mmol) and N,N-dimethylformamide (2.5 mL) was stirred with heating under an argon atmosphere at 100° C. for 6.5 hr. After the reaction mixture was allowed to cool to room temperature, saturated aqueous sodium hydrogencarbonate solution was added to the mixture, and the mix... Reactants: C(OC1=CC=C(C=C1)[N+](=O)[O-])(OC1CCN(CC1)C1=NNC(C=C1)=O)=O (4-nitrophenyl 1-(6-oxo-1,6-dihydropyridazin-3-yl)piperidin-4-yl carbonate), TEA, C1(CCC1)N1CCNCC1 (1-cyclobutylpiperazine). Run in C(Cl)Cl (DCM). Run at temperature 30 celsius, time 2 hour. The product is C1(CCC1)N1CCN(CC1)C(=O)OC1CCN(CC1)C1=NNC(C=C1)=O (1-(6-oxo-1,6-dihydropyridazin-3-yl)piperidin-4-yl 4-cyclobutylpiperazine-1-carboxylate). RXN SMILES: [C:1](=[O:26])([O:12][CH:13]1[CH2:18][CH2:17][N:16]([C:19]2[CH:24]=[CH:23][C:22](=[O:25])[NH:21][N:20]=2)[CH2:15][CH2:14]1)OC1C=CC([N+]([O-])=O)=CC=1.[CH:27]1([N:31]2[CH2:36][CH2:35][NH:34][CH2:33][CH2:32]2)[CH2:30][CH2:29][CH2:28]1>C(Cl)Cl>[CH:27]1([N:31]2[CH2:36][CH2:35][N:34]([C:1]([O:12][CH:13]3[CH2:14][CH2:15][N:16]([C:19]4[CH:24]=[CH:23][C:22](=[O:25])[NH:21][N:20]=4)[CH2:17][CH2:18]3)=[O:26])[CH2:33][CH2:32]2)[CH2:30][CH2:29][CH2:28]1. Procedure details: To a solution of 4-nitrophenyl 1-(6-oxo-1,6-dihydropyridazin-3-yl)piperidin-4-yl carbonate (440 mg, 1.22 mmol) in DCM (20 mL) was added TEA (616 mg, 6.1 mmol) and 1-cyclobutylpiperazine (388 mg, 1.83 mmol). The resulting mixture was stirred at 30° C. for 2 h before it was concentrated to dryness. The title compound was obtained as a white solid after silica gel chromatography (DCM/MeOH=50/1 to 5/1) (410 mg, 93%). [1H NMR (400 MHz, CDCl3) (δ 11.20 (s, 1H), 7.20 (d, J=10 Hz, 1H), 6.87 (d, J=10 Hz,... Starting materials: CC(=O)[O-], C[NH3+], CNC=O, N#Cc1c(N)cccc1F. The product is CNc1cccc(N)c1C#N. Reaction SMILES: [C:1]([O-:2])(=[O:3])[CH3:4].[CH3:5][NH3+:6].[CH:17]([NH:18][CH3:19])=[O:20].[NH2:7][c:8]1[c:9]([C:10]#[N:11])[c:12]([F:16])[cH:13][cH:14][cH:15]1>>[CH3:5][NH:6][c:12]1[c:9]([C:10]#[N:11])[c:8]([NH2:7])[cH:15][cH:14][cH:13]1. Reaction conditions: temperature 25 celsius, time 3 hour. Procedure details: 1-[(1-isocyano-2-(3-methoxyphenyl)ethenyl)sulfonyl]-4-methylbenzene (9.0 g, 0.0285 mol) was dissolved in dry DME (200 mL) and added dropwise to a cooled (0° C.) mixture of ethyl 4-pyridylacetate (9.0 g, 0.545 mol) and potassium t-butoxide (7.1 g, 0.0633 mol) in dry DME (100 mL). After the addition was complete the reaction was warmed to 25° C. and stirred for 3 h. The reaction was then poured into ice water (1200 mL) and extracted into CH2Cl2 (3×500 mL). The combined organics were dried over Na2... Product: COC=1C=C(C=CC1)C1=CNC=C1C1=CC=NC=C1 (3-(3-methoxyphenyl)-4-(4-pyridyl)pyrrole). Reaction SMILES: [N+:1]([C:3](S(C1C=CC(C)=CC=1)(=O)=O)=[CH:4][C:5]1[CH:10]=[CH:9][CH:8]=[C:7]([O:11][CH3:12])[CH:6]=1)#[C-:2].[N:23]1[CH:28]=[CH:27][C:26]([CH2:29]C(OCC)=O)=[CH:25][CH:24]=1.CC(C)([O-])C.[K+]>COCCOC>[CH3:12][O:11][C:7]1[CH:6]=[C:5]([C:4]2[C:29]([C:26]3[CH:27]=[CH:28][N:23]=[CH:24][CH:25]=3)=[CH:2][NH:1][CH:3]=2)[CH:10]=[CH:9][CH:8]=1 |f:2.3|. Starting materials: ice water, [N+](#[C-])C(=CC1=CC(=CC=C1)OC)S(=O)(=O)C1=CC=C(C=C1)C (1-[(1-isocyano-2-(3-methoxyphenyl)ethenyl)sulfonyl]-4-methylbenzene), N1=CC=C(C=C1)CC(=O)OCC (ethyl 4-pyridylacetate), CC(C)([O-])C.[K+] (potassium t-butoxide). Yield: 42.1%. The solvent is COCCOC (DME), COCCOC (DME). Reactants: C[O-].[Na+] (sodium methoxide), C(#N)CC(=O)N (2-cyanoacetamide), ClC1=C(C=C(CN=[N+]=[N-])C=C1)C#N (4-chloro-3-cyanobenzyl azide). The solvent is C(C)O (ethanol), C(C)O (ethanol). Yields the product NC1=C(N=NN1CC1=CC(=C(C=C1)Cl)C#N)C(=O)N (5-amino-1-(4-chloro-3-cyanobenzyl)-1,2,3-triazole-4-carboxamide). Yield: 32.7%. As a reaction SMILES: [C:1]([CH2:3][C:4]([NH2:6])=[O:5])#[N:2].C[O-].[Na+].[Cl:10][C:11]1[CH:20]=[CH:19][C:14]([CH2:15][N:16]=[N+:17]=[N-:18])=[CH:13][C:12]=1[C:21]#[N:22]>C(O)C>[NH2:2][C:1]1[N:16]([CH2:15][C:14]2[CH:19]=[CH:20][C:11]([Cl:10])=[C:12]([C:21]#[N:22])[CH:13]=2)[N:17]=[N:18][C:3]=1[C:4]([NH2:6])=[O:5] |f:1.2|. Reported procedure: A stirred suspension of 2-cyanoacetamide (790 mg, 9.40 mmol) in absolute ethanol (40 ml) was treated with sodium methoxide (495 mg, 9.16 mmol) and refluxed 10 minutes. The mixture was cooled slightly, a solution of 4-chloro-3-cyanobenzyl azide (1.35 g, 7.01 mmol) in absolute ethanol (10 ml) was added in one portion, and the mixture was refluxed 2.5 hours. The mixture was filtered hot, the solid was washed with absolute ethanol, and the combined filtrate and wash were evaporated to dryness under ...